This data is from the Open Reaction Database (ORD), a public repository of structured organic reaction records. The task is: describe an organic reaction: reactants, conditions, products, and yield The reactants are CCOCC (ether), C(O)([O-])=O.[Na+] (sodium hydrogen carbonate), C(#N)C1=NN(C(=C1C#CBr)N(C(=O)OC(C)(C)C)C(=O)OC(C)(C)C)C1=C(C=C(C=C1Cl)C(F)(F)F)Cl (3-cyano-5-di-(t-butoxycarbonyl)amino-1-(2,6-dichloro-4-trifluoromethylphenyl)4bromoethynylpyrazole), C(#N)C1=NN(C(=C1C#CBr)N(C(=O)OC(C)(C)C)C(=O)OC(C)(C)C)C1=C(C=C(C=C1Cl)C(F)(F)F)Cl (3-Cyano-5-di-(t-butoxycarbonyl)amino-1-(2,6-dichloro-4-trifluoromethylphenyl)-4-bromoethynylpyrazole), FC(C(=O)O)(F)F (trifluoroacetic acid). Solvent: ClCCl (dichloromethane). Product: C(C)(C)(C)OC(=O)NC1=C(C(=NN1C1=C(C=C(C=C1Cl)C(F)(F)F)Cl)C#N)C#CBr (5-t-Butoxycarbonylamino-3-cyano-1-(2,6-dichloro-4-trifluoromethylphenyl)-4-bromoethynylpyrazole). Reaction SMILES: [C:1]([C:3]1[C:7]([C:8]#[C:9][Br:10])=[C:6]([N:11](C(OC(C)(C)C)=O)[C:12]([O:14][C:15]([CH3:18])([CH3:17])[CH3:16])=[O:13])[N:5]([C:26]2[C:31]([Cl:32])=[CH:30][C:29]([C:33]([F:36])([F:35])[F:34])=[CH:28][C:27]=2[Cl:37])[N:4]=1)#[N:2].FC(F)(F)C(O)=O.CCOCC.C(=O)([O-])O.[Na+]>ClCCl>[C:15]([O:14][C:12]([NH:11][C:6]1[N:5]([C:26]2[C:31]([Cl:32])=[CH:30][C:29]([C:33]([F:34])([F:35])[F:36])=[CH:28][C:27]=2[Cl:37])[N:4]=[C:3]([C:1]#[N:2])[C:7]=1[C:8]#[C:9][Br:10])=[O:13])([CH3:18])([CH3:17])[CH3:16] |f:3.4|. Reported procedure: To a solution of 3-cyano-5-di-(t-butoxycarbonyl)amino-1-(2,6-dichloro-4-trifluoromethylphenyl)4bromoethynylpyrazole (200 mg, the compound of Example B5) in anhydrous dichloromethane (2 ml) was added dropwise trifluoroacetic acid (0.2 ml). After 30 minutes the reaction mixture was treated with ether (10 ml) and saturated aqueous sodium hydrogen carbonate solution (10 ml). The organic layer was separated, dried (MgSO4) and evaporated to provide the title compound as a white solid m.p. 168-70° C.